Dataset: the Open Reaction Database (ORD), a public repository of structured organic reaction records. Task: describe an organic reaction: reactants, conditions, products, and yield The reactants are O=C(NCCCCc1ccc(NCC(O)CO)cc1)OCc1ccccc1, CO. The product is NCCCCc1ccc(NCC(O)CO)cc1. RXN SMILES: [CH2:1]([O:2][C:3](=[O:4])[NH:10][CH2:11][CH2:12][CH2:13][CH2:14][c:15]1[cH:16][cH:17][c:18]([NH:21][CH2:22][CH:23]([CH2:24][OH:25])[OH:26])[cH:19][cH:20]1)[c:5]1[cH:6][cH:7][cH:8][cH:9][cH:27]1.[CH3:28][OH:29]>>[NH2:10][CH2:11][CH2:12][CH2:13][CH2:14][c:15]1[cH:16][cH:17][c:18]([NH:21][CH2:22][CH:23]([CH2:24][OH:25])[OH:26])[cH:19][cH:20]1. Starting materials: C(C)(C)(C)OC(=O)N1[C@@H](CC(C1)=NOC)C(=O)O ((2S,4EZ)-1-(tert-butoxycarbonyl)-4-(methoxyimino)-2-pyrrolidinecarboxylic acid), C1(=CC=CC=C1)C(C(=O)Cl)C1=CC=CC=C1 (diphenylacetyl chloride), C(C)N1C2=CC=CC=C2C=2C=C(C=CC12)N (9-ethyl-9H-carbazol-3-amine). The product is C1(=CC=CC=C1)C(C(=O)N1[C@@H](CC(C1)=NOC)C(=O)NC=1C=CC=2N(C3=CC=CC=C3C2C1)CC)C1=CC=CC=C1 ((2S,4EZ)-1-(diphenylacetyl)-N-(9-ethyl-9H-carbazol-3-yl)-4-(methoxy-imino)-2-pyrrolidinecarboxamide). RXN SMILES: C(O[C:6]([N:8]1[CH2:12][C:11](=[N:13][O:14][CH3:15])[CH2:10][C@H:9]1[C:16]([OH:18])=O)=[O:7])(C)(C)C.[C:19]1([CH:25]([C:29]2[CH:34]=[CH:33][CH:32]=[CH:31][CH:30]=2)C(Cl)=O)[CH:24]=[CH:23][CH:22]=[CH:21][CH:20]=1.[CH2:35]([N:37]1[C:49]2[CH:48]=[CH:47][C:46]([NH2:50])=[CH:45][C:44]=2[C:43]2[C:38]1=[CH:39][CH:40]=[CH:41][CH:42]=2)[CH3:36]>>[C:29]1([CH:25]([C:19]2[CH:20]=[CH:21][CH:22]=[CH:23][CH:24]=2)[C:6]([N:8]2[CH2:12][C:11](=[N:13][O:14][CH3:15])[CH2:10][C@H:9]2[C:16]([NH:50][C:46]2[CH:47]=[CH:48][C:49]3[N:37]([CH2:35][CH3:36])[C:38]4[C:43]([C:44]=3[CH:45]=2)=[CH:42][CH:41]=[CH:40][CH:39]=4)=[O:18])=[O:7])[CH:30]=[CH:31][CH:32]=[CH:33][CH:34]=1. Procedure details: Following the general method as outlined in Example 22, starting from (2S,4EZ)-1-(tert-butoxycarbonyl)-4-(methoxyimino)-2-pyrrolidinecarboxylic acid, diphenylacetyl chloride, and 9-ethyl-9H-carbazol-3-amine the title compound was obtained in 77% purity by LC/MS. MS(ESI+): m/z=545.4.